From a dataset of the Open Reaction Database (ORD), a public repository of structured organic reaction records. describe an organic reaction: reactants, conditions, products, and yield Reactants: C(#N)[BH3-].[Na+] (sodium cyanoborohydride), C(#N)C1(CCC(CC1)=O)C1=CC=CC=C1 (4-cyano-4-phenylcyclohexanone), O(C1=CC=CC=C1)CCCN1CCNCC1 (3-phenoxypropylpiperazine), C(C)(=O)O (acetic acid). Run in C(C)O (ethanol), O (water). The product is O(C1=CC=CC=C1)CCCN1CCN(CC1)C1C(CCCC1)(C#N)C1=CC=CC=C1 (4-(3-Phenoxypropyl]piperazinyl-1-phenylcyclohexanecarbonitrile). Yield: 50.0%. As a reaction SMILES: [C:1]([C:3]1([C:10]2[CH:15]=[CH:14][CH:13]=[CH:12][CH:11]=2)[CH2:8][CH2:7][C:6](=O)[CH2:5][CH2:4]1)#[N:2].[O:16]([CH2:23][CH2:24][CH2:25][N:26]1[CH2:31][CH2:30][NH:29][CH2:28][CH2:27]1)[C:17]1[CH:22]=[CH:21][CH:20]=[CH:19][CH:18]=1.C(O)(=O)C.C([BH3-])#N.[Na+]>C(O)C.O>[O:16]([CH2:23][CH2:24][CH2:25][N:26]1[CH2:27][CH2:28][N:29]([CH:4]2[CH2:5][CH2:6][CH2:7][CH2:8][C:3]2([C:10]2[CH:15]=[CH:14][CH:13]=[CH:12][CH:11]=2)[C:1]#[N:2])[CH2:30][CH2:31]1)[C:17]1[CH:22]=[CH:21][CH:20]=[CH:19][CH:18]=1 |f:3.4|. Procedure: 5.0 g (0.025 mol) of 4-cyano-4-phenylcyclohexanone and 5.5 g (0.025 mol) of 3-phenoxypropylpiperazine were dissolved with 3.0 g of acetic acid in 70 ml of ethanol and then, while stirring at room temperature, a solution of 1.7 g (0.027 mol) of sodium cyanoborohydride was slowly added dropwise. The mixture was stirred overnight and then diluted with water and extracted with dichloromethane. The organic phase was subsequently washed with dilute acid (pH 4), dilute sodium hydroxide solution and wat...